From a dataset of the Open Reaction Database (ORD), a public repository of structured organic reaction records. describe an organic reaction: reactants, conditions, products, and yield Starting materials: COCCCBr, CC#N, COc1cc(Cl)c(C=O)cc1O, [K+], [K+], O=C([O-])[O-], O. RXN SMILES: [Br:13][CH2:14][CH2:15][CH2:16][O:17][CH3:18].[CH3:26][C:27]#[N:28].[Cl:1][c:2]1[c:3]([CH:4]=[O:5])[cH:6][c:7]([OH:12])[c:8]([O:10][CH3:11])[cH:9]1.[K+:19].[K+:20].[O-:21][C:22]([O-:23])=[O:24].[OH2:25]>>[Cl:1][c:2]1[c:3]([CH:4]=[O:5])[cH:6][c:7]([O:12][CH2:14][CH2:15][CH2:16][O:17][CH3:18])[c:8]([O:10][CH3:11])[cH:9]1. Yields the product COCCCOc1cc(C=O)c(Cl)cc1OC. Reactants: O=C(Cl)c1cccnc1, ClCCl, Cl, OCCCCCC=C(c1ccccc1)c1cccnc1, c1ccncc1. Yields the product C(CCCCCOCc1cccnc1)=C(c1ccccc1)c1cccnc1. As a reaction SMILES: [C:28]([c:29]1[cH:30][n:31][cH:32][cH:33][cH:34]1)([Cl:35])=[O:36].[CH2:37]([Cl:38])[Cl:39].[ClH:27].[c:1]1([C:7](=[CH:8][CH2:9][CH2:10][CH2:11][CH2:12][CH2:13][OH:14])[c:15]2[cH:16][n:17][cH:18][cH:19][cH:20]2)[cH:2][cH:3][cH:4][cH:5][cH:6]1.[cH:21]1[cH:22][cH:23][n:24][cH:25][cH:26]1>>[c:1]1([C:7](=[CH:8][CH2:9][CH2:10][CH2:11][CH2:12][CH2:13][O:14][CH2:28][c:29]2[cH:30][n:31][cH:32][cH:33][cH:34]2)[c:15]2[cH:16][n:17][cH:18][cH:19][cH:20]2)[cH:2][cH:3][cH:4][cH:5][cH:6]1. The reactants are Cl (HCl), N1=CC=CC=C1 (Pyridine), CS(=O)(=O)OS(=O)(=O)C (methanesulfonic anhydride), ClC=1C=C2C(=CN(C2=CC1)C)C=1C(NC(C1C1=NN(C2=CC=CC=C12)CCCO)=O)=O (3-(5-chloro-1-methyl-1H-indol-3-yl)-4-[1-(3-hydroxypropyl)-1H-indazol-3-yl]-1H-pyrrole-2,5-dione). Run in C1CCOC1 (THF), C1CCOC1 (THF). Conditions: temperature 50 celsius, time 15 minute. Yields the product ClC=1C=C2C(=CN(C2=CC1)C)C=1C(NC(C1C1=NN(C2=CC=CC=C12)CCCOS(=O)(=O)C)=O)=O (3-(5-chloro-1-methyl-1H-indol-3-yl)-4-[1-[3-[(methylsulfonyl)oxy]propyl]-1H-indazol-3-yl]-1H-pyrrole-2,5-dione), 26a. Yield: 92.0%. RXN SMILES: N1C=CC=CC=1.[CH3:7][S:8]([O:11]S(C)(=O)=O)(=[O:10])=[O:9].[Cl:16][C:17]1[CH:18]=[C:19]2[C:23](=[CH:24][CH:25]=1)[N:22]([CH3:26])[CH:21]=[C:20]2[C:27]1[C:28](=[O:46])[NH:29][C:30](=[O:45])[C:31]=1[C:32]1[C:40]2[C:35](=[CH:36][CH:37]=[CH:38][CH:39]=2)[N:34]([CH2:41][CH2:42][CH2:43]O)[N:33]=1.Cl>C1COCC1>[Cl:16][C:17]1[CH:18]=[C:19]2[C:23](=[CH:24][CH:25]=1)[N:22]([CH3:26])[CH:21]=[C:20]2[C:27]1[C:28](=[O:46])[NH:29][C:30](=[O:45])[C:31]=1[C:32]1[C:40]2[C:35](=[CH:36][CH:37]=[CH:38][CH:39]=2)[N:34]([CH2:41][CH2:42][CH2:43][O:11][S:8]([CH3:7])(=[O:10])=[O:9])[N:33]=1. Procedure: Pyridine (0.37 g, 4.62 mmol) and methanesulfonic anhydride (0.54 g, 3.08 mmol) were added to Compound 74 (0.67 g, 1.54 mmol) in THF (10 mL). The mixture was heated at 50° C. for 2 h, then cooled to rt. Another portion of THF (5 mL) was added, Followed by 1N HCl (5 mL). The mixture was stirred for another 15 min, then extracted with EtOAc, several times. The combined EtOAc layers were washed once with 1N HCl (10 mL), water (2×20 mL) and saturated NaCl (20 mL), then dried (Na2SO4) and evaporated i...